This data is from the Open Reaction Database (ORD), a public repository of structured organic reaction records. The task is: describe an organic reaction: reactants, conditions, products, and yield The reactants are C(=O)(C(F)(F)F)O (TFA), C[N+]1(CCOCC1)[O-] (N-methylmorpholine-N-oxide), C(C)[Zn]CC (Diethyl zinc), CCCCCC (hexane), COC(=O)C1N(CC(C1)=C)C(=O)OCC1=CC=CC=C1 (4-Methylene-pyrrolidine-1,2-dicarboxylic acid 1-benzyl ester 2-methyl ester), C(I)I (CH2I2). The reagents and catalysts are [Os](=O)(=O)(=O)=O (osmium tetroxide). The solvent is C(Cl)Cl (DCM), O (H2O), CC(=O)C (acetone), C(Cl)Cl (DCM), C(Cl)Cl (DCM). Run at time 110 hour. Product: C(C1=CC=CC=C1)OC(=O)N1CC2(CC2)CC1C(=O)O (5-Aza-spiro[2.4]heptane-5,6-dicarboxylic acid 5-benzyl ester). Isolated yield 68.4%. As a reaction SMILES: C([Zn]CC)C.CCCCCC.[C:12]([OH:18])([C:14](F)(F)F)=[O:13].C(I)I.COC([CH:26]1[CH2:30][C:29](=[CH2:31])[CH2:28][N:27]1[C:32]([O:34][CH2:35][C:36]1[CH:41]=[CH:40][CH:39]=[CH:38][CH:37]=1)=[O:33])=O.C[N+]1([O-])CCOCC1>C(Cl)Cl.[Os](=O)(=O)(=O)=O.O.CC(C)=O>[CH2:35]([O:34][C:32]([N:27]1[CH:14]([C:12]([OH:18])=[O:13])[CH2:31][C:29]2([CH2:30][CH2:26]2)[CH2:28]1)=[O:33])[C:36]1[CH:37]=[CH:38][CH:39]=[CH:40][CH:41]=1. Procedure: Diethyl zinc (1.0 M in hexane (118 mL, 118 mmol) was added to a 3-neck round bottom flask containing a stir bar, DCM (120 mL) and equipped with an addition funnel and an Argon inlet adaptor. The solution was cooled to 0° C. before TFA (9.5 mL, 118 mmol) in DCM (40 mL) was added dropwise by addition funnel over 22 minutes. 20 minutes after completion of the addition, CH2I2 was added slowly over 4 minutes. 20 minutes after completion of addition, 4-Methylene-pyrrolidine-1,2-dicarboxylic acid 1-ben...